Dataset: the Open Reaction Database (ORD), a public repository of structured organic reaction records. Task: describe an organic reaction: reactants, conditions, products, and yield The reactants are Cl (hydrochloric acid), C1(CC1)NC=C(C(=O)OCC)C(C1=C(C(=C(C(=C1)F)F)OC(F)F)F)=O (ethyl 3-cyclopropylamino-2-(3-difluoromethoxy-2,4,5-trifluorobenzoyl)acrylate), ( XIX ), [H-].[Na+] (sodium hydride). The solvent is C(C)OCC (diethyl ether). Conditions: time 1 hour. Yields the product C1(CC1)N1C=C(C(C2=CC(=C(C(=C12)OC(F)F)F)F)=O)C(=O)OCC (ethyl 1-cyclopropyl-8-difluoromethoxy-6,7-difluoro-1,4-dihydro-4-oxoquinoline-3-carboxylate). RXN SMILES: [CH:1]1([NH:4][CH:5]=[C:6]([C:12](=[O:26])[C:13]2[CH:18]=[C:17]([F:19])[C:16]([F:20])=[C:15]([O:21][CH:22]([F:24])[F:23])[C:14]=2F)[C:7]([O:9][CH2:10][CH3:11])=[O:8])[CH2:3][CH2:2]1.[H-].[Na+].Cl>C(OCC)C>[CH:1]1([N:4]2[C:14]3[C:13](=[CH:18][C:17]([F:19])=[C:16]([F:20])[C:15]=3[O:21][CH:22]([F:24])[F:23])[C:12](=[O:26])[C:6]([C:7]([O:9][CH2:10][CH3:11])=[O:8])=[CH:5]2)[CH2:3][CH2:2]1 |f:1.2|. Procedure: The whole of the ethyl 3-cyclopropylamino-2-(3-difluoromethoxy-2,4,5-trifluorobenzoyl)acrylate [(XIX), R1 =--OCHF2, R3' =H, R17 =C2H5, X =X'=F] [prepared as described in step (c) above] was dissolved in 150 ml of anhydrous diethyl ether, and then 0.39 g (0.0098 moles) of a 60% w/w suspension of sodium hydride in mineral oil was added in portions, whilst stirring at room temperature to the resulting solution. After completion of the addition, the stirring was continued at room temperature for an ... Starting materials: ClCCl, CC(C)=O, CCOP(=O)(OCC)C(NC=S)C(=O)OCC(Cl)(Cl)Cl, CC(=O)CCl, [K+], [K+], O=C([O-])[O-]. Yields the product CCOP(=O)(OCC)C(N=CSCC(C)=O)C(=O)OCC(Cl)(Cl)Cl. RXN SMILES: [CH2:36]([Cl:37])[Cl:38].[CH3:32][C:33](=[O:34])[CH3:35].[CH:6](=[S:7])[NH:8][CH:9]([C:10](=[O:11])[O:12][CH2:13][C:14]([Cl:15])([Cl:16])[Cl:17])[P:18](=[O:19])([O:20][CH2:21][CH3:22])[O:23][CH2:24][CH3:25].[Cl:1][CH2:2][C:3]([CH3:4])=[O:5].[K+:26].[K+:27].[O-:28][C:29]([O-:30])=[O:31]>>[CH2:2]([C:3]([CH3:4])=[O:5])[S:7][CH:6]=[N:8][CH:9]([C:10](=[O:11])[O:12][CH2:13][C:14]([Cl:15])([Cl:16])[Cl:17])[P:18](=[O:19])([O:20][CH2:21][CH3:22])[O:23][CH2:24][CH3:25]. The reactants are COC(=O)C(CSCc1ccccc1)NC(=O)C(Cc1ccccc1)CC(Cc1ccccc1)C(=O)Nc1ccccn1, CO, Cl, [Na+], [OH-]. Product: O=C(Nc1ccccn1)C(Cc1ccccc1)CC(Cc1ccccc1)C(=O)NC(CSCc1ccccc1)C(=O)O. As a reaction SMILES: [CH3:1][O:2][C:3]([CH:4]([NH:5][C:6]([CH:7]([CH2:8][CH:9]([CH2:10][c:11]1[cH:12][cH:13][cH:14][cH:15][cH:16]1)[C:17](=[O:18])[NH:19][c:20]1[n:21][cH:22][cH:23][cH:24][cH:25]1)[CH2:26][c:27]1[cH:28][cH:29][cH:30][cH:31][cH:32]1)=[O:33])[CH2:34][S:35][CH2:36][c:37]1[cH:38][cH:39][cH:40][cH:41][cH:42]1)=[O:43].[CH3:47][OH:48].[ClH:46].[Na+:45].[OH-:44]>>[O:2]=[C:3]([CH:4]([NH:5][C:6]([CH:7]([CH2:8][CH:9]([CH2:10][c:11]1[cH:12][cH:13][cH:14][cH:15][cH:16]1)[C:17](=[O:18])[NH:19][c:20]1[n:21][cH:22][cH:23][cH:24][cH:25]1)[CH2:26][c:27]1[cH:28][cH:29][cH:30][cH:31][cH:32]1)=[O:33])[CH2:34][S:35][CH2:36][c:37]1[cH:38][cH:39][cH:40][cH:41][cH:42]1)[OH:43]. The reactants are S1CCCC2=C1C=CC=C2 (3,4-dihydro-2H-1-benzothiopyran), C(C)(=O)N1CCC(CC1)CCC(=O)Cl (3-(1-acetylpiperidin-4-yl)propionyl chloride), [Cl-].[Al+3].[Cl-].[Cl-] (aluminum chloride). Solvent: ClCCCl (1,2-dichloroethane). Reaction conditions: time 2 hour. The product is C(C)(=O)N1CCC(CC1)CCC(=O)C=1C=CC2=C(CCCS2)C1 (6-[3-(1-Acetylpiperidin-4-yl)-1-oxopropyl]-3,4-dihydro-2H-1-benzothiopyran). The yield is 81.6%. Reaction SMILES: [S:1]1[C:6]2[CH:7]=[CH:8][CH:9]=[CH:10][C:5]=2[CH2:4][CH2:3][CH2:2]1.[C:11]([N:14]1[CH2:19][CH2:18][CH:17]([CH2:20][CH2:21][C:22](Cl)=[O:23])[CH2:16][CH2:15]1)(=[O:13])[CH3:12].[Cl-].[Al+3].[Cl-].[Cl-]>ClCCCl>[C:11]([N:14]1[CH2:15][CH2:16][CH:17]([CH2:20][CH2:21][C:22]([C:9]2[CH:8]=[CH:7][C:6]3[S:1][CH2:2][CH2:3][CH2:4][C:5]=3[CH:10]=2)=[O:23])[CH2:18][CH2:19]1)(=[O:13])[CH3:12] |f:2.3.4.5|. Reported procedure: To a mixture of 3,4-dihydro-2H-1-benzothiopyran (1.5 g) and 3-(1-acetylpiperidin-4-yl)propionyl chloride (2.18 g) in 1,2-dichloroethane (20ml) was added aluminum chloride (3.2 g) portionwise at 10°-15° C. The mixture was stirred at room temperature for 2 hours then refluxed for additional 2 hours, and poured into icewater. The mixture was extracted with dichloromethane, washed with water, dried over anhydrous sodium sulfate. The solvent was distilled off. The residue was purified by silica gel c... The solvent is COCCOC (ethyleneglycol dimethylether), CO (MeOH), O (H2O). The product is O1CCN(CC1)C1CN(CC1)C1=CC=C(C(=O)OC(C)(C)C)C=C1 (tert-Butyl 4-(3-morpholinopyrrolidin-1-yl)benzoate). Reactants: C1(=CC=CC=C1)[SiH3] (phenyl silane), O=C1CN(CC1)C1=CC=C(C(=O)OC(C)(C)C)C=C1 (tert-Butyl 4-(3-oxopyrrolidin-1-yl)benzoate), C(CCC)[Sn](CCCC)(Cl)Cl (dibutyltin dichloride), N1CCOCC1 (morpholine). Procedure: A mixture of ketone 267 (0.40 g, 1.53 mmol), dibutyltin dichloride (0.35 g) and morpholine (0.27 mL) in ethyleneglycol dimethylether (3.5 mL) was stirred at room temperature for 6 h, then cooled to 0° C. for the addition of neat phenyl silane (0.60 mL, 4.72 mmol). The reaction mixture was stirred at room temperature for 18 h then diluted with MeOH (3 mL) and H2O (0.5 mL), stirred for additional 4 h and concentrated. The residue was purified by flash chromatography (eluent: 5% MeOH in DCM) to pro... As a reaction SMILES: O=[C:2]1[CH2:6][CH2:5][N:4]([C:7]2[CH:19]=[CH:18][C:10]([C:11]([O:13][C:14]([CH3:17])([CH3:16])[CH3:15])=[O:12])=[CH:9][CH:8]=2)[CH2:3]1.C([Sn](Cl)(Cl)CCCC)CCC.[NH:31]1[CH2:36][CH2:35][O:34][CH2:33][CH2:32]1.C1([SiH3])C=CC=CC=1>COCCOC.CO.O>[O:34]1[CH2:35][CH2:36][N:31]([CH:2]2[CH2:6][CH2:5][N:4]([C:7]3[CH:19]=[CH:18][C:10]([C:11]([O:13][C:14]([CH3:17])([CH3:16])[CH3:15])=[O:12])=[CH:9][CH:8]=3)[CH2:3]2)[CH2:32][CH2:33]1. The yield is 100.0%. Reaction conditions: time 6 hour. Starting materials: CC(C)OC(=O)/N=N/C(=O)OC(C)C (DIAD), ClC1=CC(=C(C=C1)O)B1OC(C(O1)(C)C)(C)C (4-chloro-2-(4,4,5,5-tetramethyl-1,3,2-dioxaborolan-2-yl)-phenol), C1(=CC=CC=C1)P(C1=CC=CC=C1)C1=CC=CC=C1 (triphenyl phosphine), C([C@H](O)C)(=O)OC(C)(C)C (tert-butyl (R)-(+) lactate). The solvent is C1CCOC1 (THF). Product: B(O)(O)C1=C(O[C@H](C(=O)O)C)C=CC(=C1)Cl ((2S)-2-(2-borono-4-chlorophenoxy)-propanoic acid). Reaction SMILES: CC(OC(/N=N/C(OC(C)C)=O)=O)C.[Cl:15][C:16]1[CH:21]=[CH:20][C:19]([OH:22])=[C:18]([B:23]2[O:27]C(C)(C)C(C)(C)[O:24]2)[CH:17]=1.C1(P(C2C=CC=CC=2)C2C=CC=CC=2)C=CC=CC=1.[C:51]([O:56]C(C)(C)C)(=[O:55])[C@@H:52]([CH3:54])O>C1COCC1>[B:23]([C:18]1[CH:17]=[C:16]([Cl:15])[CH:21]=[CH:20][C:19]=1[O:22][C@@H:52]([CH3:54])[C:51]([OH:56])=[O:55])([OH:24])[OH:27]. Reported procedure: DIAD (3 ml) was added to a mixture of the product from step b) (3.51 g), triphenyl phosphine (3.98 g), tert-butyl (R)-(+) lactate (2.02 g) and THF (80 ml) at 0° C. overnight. The mixture was concentrated in vacuo. The residue was purified by flash column chromatography eluting with isohexane:ethyl acetate (7:3) to give the sub-title compound (4 g). The intermediate obtained was dissolved in acetone and 1M HCl (15 ml) was added, stirred for 20 min, then concentrated in vacuo. Redissolved in dichl... Starting materials: C(=O)(OC(C)(C)C)N[C@@H](CCO)C(=O)O (N-Boc-L-Homoserine), C1=CC=C2C(=C1)N=NN2O.O (HOBT hydrate), N=C=N (carbodiimide), CC[NH+](CC)CC.CC[NH+](CC)CC.C(=O)([O-])[O-] (MP-carbonate resin), NCCCC#CC=1C=C(OC2CCN(CC2)C(=O)OC(C)(C)C)C=CC1 (tert-butyl 4-(3-(5-aminopent-1-ynyl)phenoxy)piperidine-1-carboxylate), solution, N-Cyclohexylcarbodiimide-N′-propoxymethyl polystyrene. The solvent is CN(C)C=O (DMF), C(Cl)Cl (DCM). Conditions: time 10 minute. The product is N[C@H](C(=O)NCCCC#CC1=CC(=CC=C1)OC1CCNCC1)CCO ((S)-2-amino-4-hydroxy-N-(5-(3-(piperidin-4-yloxy)phenyl)pent-4-ynyl)butanamide). RXN SMILES: C([NH:8][C@H:9]([C:13]([OH:15])=O)[CH2:10][CH2:11][OH:12])(OC(C)(C)C)=O.C1C=C2N=NN(O)C2=CC=1.O.N=C=N.[NH2:30][CH2:31][CH2:32][CH2:33][C:34]#[C:35][C:36]1[CH:37]=[C:38]([CH:53]=[CH:54][CH:55]=1)[O:39][CH:40]1[CH2:45][CH2:44][N:43](C(OC(C)(C)C)=O)[CH2:42][CH2:41]1.CC[NH+](CC)CC.CC[NH+](CC)CC.C([O-])([O-])=O>CN(C=O)C.C(Cl)Cl>[NH2:8][C@@H:9]([CH2:10][CH2:11][OH:12])[C:13]([NH:30][CH2:31][CH2:32][CH2:33][C:34]#[C:35][C:36]1[CH:55]=[CH:54][CH:53]=[C:38]([O:39][CH:40]2[CH2:45][CH2:44][NH:43][CH2:42][CH2:41]2)[CH:37]=1)=[O:15] |f:1.2,5.6.7|. Reported procedure: To a solution of N-Boc-L-Homoserine (16 mg, 0.075 mmol, 1.5 eq) and HOBT hydrate (12 mg, 0.085 mmol, 1.7 eq) in DMF (2 mL) was added PS-carbodiimide (also known as N-Cyclohexylcarbodiimide-N′-propoxymethyl polystyrene, purchased from Biotage) (80 mg, 1.25 mmol/g resin, 0.1 mmol, 2.0 eq). After 10 minutes, a solution of tert-butyl 4-(3-(5-aminopent-1-ynyl)phenoxy)piperidine-1-carboxylate (0.25 mL of a 0.2 M solution in DCM, 0.05 mmol, 1.0 eq) was added and the resulting solution stirred overnight... The reactants are C(#N)C1=CC=C(C=C1)N(C(CC)=O)C1=C(C(C1=O)=O)NC(C(C)(C)C)C (N-(4-cyano-phenyl)-N-[3,4-dioxo-2-(1,2,2-trimethyl-propylamino)-cyclobut-1-enyl]-propionamide), C(C)(=O)OC(C)=O (acetic anhydride). The solvent is N1=CC=CC=C1 (pyridine). Reaction conditions: time 24 hour. Yields the product C(#N)C1=CC=C(C=C1)N(C(C)=O)C1=C(C(C1=O)=O)NC(C(C)(C)C)C (N-(4-Cyano-phenyl)-N-[3,4-dioxo-2-(1,2,2-trimethyl-propylamino)-cyclobut-1-enyl]-acetamide). As a reaction SMILES: [C:1]([C:3]1[CH:8]=[CH:7][C:6]([N:9]([C:14]2[C:17](=[O:18])[C:16](=[O:19])[C:15]=2[NH:20][CH:21]([CH3:26])[C:22]([CH3:25])([CH3:24])[CH3:23])[C:10](=[O:13])[CH2:11]C)=[CH:5][CH:4]=1)#[N:2].C(OC(=O)C)(=O)C>N1C=CC=CC=1>[C:1]([C:3]1[CH:4]=[CH:5][C:6]([N:9]([C:14]2[C:17](=[O:18])[C:16](=[O:19])[C:15]=2[NH:20][CH:21]([CH3:26])[C:22]([CH3:25])([CH3:24])[CH3:23])[C:10](=[O:13])[CH3:11])=[CH:7][CH:8]=1)#[N:2]. Procedure: The intermediate of Example 1, second paragraph (1.0 g, 3.36 mmol), acetic anhydride (0.95 mL, 10.0 mmol), and pyridine (10 mL) were mixed and allowed to stand at room temperature for 24 hours. The reaction mixture was filtered, and the solid was washed with ethyl acetate yielding 0.84 g (76%) of a yellow solid: mp 284°-286° C. (dec); 1H NMR (CDCl3): δ 7.82 (d, 2H), 7.47 (d, 2H), 7.38 (br d, 1H), 4.27 (dq, 1H), 2.02 (s, 3H), 1.25 (d, 3H), 0.99 (s, 9H). IR (KBr): 3358, 2978, 2236, 1804, 1739, 168...